The task is: describe an organic reaction: reactants, conditions, products, and yield. This data is from the Open Reaction Database (ORD), a public repository of structured organic reaction records. Reactants: CC(C)(C)NS(=O)(=O)c1cccc(-c2cn(-c3nc(-c4ccc(C(F)(F)F)cc4)cc(C(F)(F)F)n3)cn2)c1, ClCCl, O=C(O)C(F)(F)F. Yields the product NS(=O)(=O)c1cccc(-c2cn(-c3nc(-c4ccc(C(F)(F)F)cc4)cc(C(F)(F)F)n3)cn2)c1. As a reaction SMILES: [C:1]([CH3:2])([CH3:3])([CH3:4])[NH:5][S:6](=[O:7])(=[O:8])[c:9]1[cH:10][c:11](-[c:15]2[n:16][cH:17][n:18](-[c:20]3[n:21][c:22](-[c:30]4[cH:31][cH:32][c:33]([C:36]([F:37])([F:38])[F:39])[cH:34][cH:35]4)[cH:23][c:24]([C:26]([F:27])([F:28])[F:29])[n:25]3)[cH:19]2)[cH:12][cH:13][cH:14]1.[Cl:47][CH2:48][Cl:49].[F:40][C:41]([F:42])([F:43])[C:44]([OH:45])=[O:46]>>[NH2:5][S:6](=[O:7])(=[O:8])[c:9]1[cH:10][c:11](-[c:15]2[n:16][cH:17][n:18](-[c:20]3[n:21][c:22](-[c:30]4[cH:31][cH:32][c:33]([C:36]([F:37])([F:38])[F:39])[cH:34][cH:35]4)[cH:23][c:24]([C:26]([F:27])([F:28])[F:29])[n:25]3)[cH:19]2)[cH:12][cH:13][cH:14]1. Reaction SMILES: C(=O)([O-])[O-].[K+].[K+].[NH:7]1[CH2:11][CH2:10][CH2:9][CH2:8]1.[Br:12][C:13]1[CH:18]=[CH:17][C:16]([NH:19][C:20](=[O:23])[CH2:21]Cl)=[CH:15][CH:14]=1>C(#N)C.C(Cl)Cl>[Br:12][C:13]1[CH:14]=[CH:15][C:16]([NH:19][C:20](=[O:23])[CH2:21][N:7]2[CH2:11][CH2:10][CH2:9][CH2:8]2)=[CH:17][CH:18]=1 |f:0.1.2|. The solvent is C(C)#N (acetonitrile), C(Cl)Cl (CH2Cl2). Reactants: C([O-])([O-])=O.[K+].[K+] (potassium carbonate), N1CCCC1 (pyrrolidine), BrC1=CC=C(C=C1)NC(CCl)=O (N-(4-bromophenyl)-2-chloroacetamide). Procedure: Add potassium carbonate (2.1 g, 15.5 mmol) and pyrrolidine (9.65 mL, 116 mmol) to a solution of N-(4-bromophenyl)-2-chloroacetamide (2.0 g, 7.7 mmol) in acetonitrile (78 mL) at RT. Heat the mixture at 80° C. for 4 h. Cool the mixture to RT, dilute with CH2Cl2, and wash with brine and water. Dry the organic layer over Na2SO4, filter, and concentrate to give 2.17 g (99%) of the title compound. LC-ES/MS m/z (79Br) 283.0 [M+H]+. Isolated yield 99.5%. Run at temperature 80 celsius. Product: BrC1=CC=C(C=C1)NC(CN1CCCC1)=O (N-(4-Bromo-phenyl)-2-pyrrolidin-1-yl-acetamide). The reactants are FC1=CC=C(C=C1)C1=NC2=CC=CC=C2C=C1O (2-(4-Fluoro-phenyl)-quinolin-3-ol), ClC1=CC=NC2=CC(=C(C=C12)OC)OC (4-chloro-6,7-dimethoxyquinoline), O (water). Reagents/catalysts: CN(C1=CC=NC=C1)C (4-dimethylaminopyridine). Solvent: ClC1=C(C=CC=C1)Cl (o-dichlorobenzene). Run at temperature 145 celsius, time 5 hour. The product is FC1=CC=C(C=C1)C1=NC2=CC=CC=C2C=C1OC1=CC=NC2=CC(=C(C=C12)OC)OC (4-[2-(4-Fluoro-phenyl)-quinolin-3-yloxy]-6,7-dimethoxy-quinoline). Yield: 63.7%. As a reaction SMILES: [F:1][C:2]1[CH:7]=[CH:6][C:5]([C:8]2[C:17]([OH:18])=[CH:16][C:15]3[C:10](=[CH:11][CH:12]=[CH:13][CH:14]=3)[N:9]=2)=[CH:4][CH:3]=1.Cl[C:20]1[C:29]2[C:24](=[CH:25][C:26]([O:32][CH3:33])=[C:27]([O:30][CH3:31])[CH:28]=2)[N:23]=[CH:22][CH:21]=1.O>CN(C)C1C=CN=CC=1.ClC1C=CC=CC=1Cl>[F:1][C:2]1[CH:7]=[CH:6][C:5]([C:8]2[C:17]([O:18][C:20]3[C:29]4[C:24](=[CH:25][C:26]([O:32][CH3:33])=[C:27]([O:30][CH3:31])[CH:28]=4)[N:23]=[CH:22][CH:21]=3)=[CH:16][C:15]3[C:10](=[CH:11][CH:12]=[CH:13][CH:14]=3)[N:9]=2)=[CH:4][CH:3]=1. Procedure: 2-(4-Fluoro-phenyl)-quinolin-3-ol (52 mg), 4-chloro-6,7-dimethoxyquinoline (145 mg), and 4-dimethylaminopyridine (214 mg) were suspended in o-dichlorobenzene (6 ml), and the suspension was stirred at 145° C. for 5 hr. The reaction solution was cooled to room temperature, water was then added to the reaction solution, and the mixture was extracted with ethyl acetate. The organic layer was washed with water and was dried over anhydrous sodium sulfate. The solvent was removed by distillation under ...